From a dataset of the Open Reaction Database (ORD), a public repository of structured organic reaction records. describe an organic reaction: reactants, conditions, products, and yield Solvent: CN(C=O)C (dimethylformamide). Starting materials: O (water), ClC1=C(C=C2CC(C(C2=C1Cl)=O)(C)C1CCCC1)O (6,7-Dichloro-2-cyclopentyl-2,3-dihydro-5-hydroxy-2-methyl-1H-inden-1-one), BrCCCCCCC(=O)OCC (Ethyl 7-bromoheptanoate), C([O-])([O-])=O.[K+].[K+] (potassium carbonate). Procedure details: 6,7-Dichloro-2-cyclopentyl-2,3-dihydro-5-hydroxy-2-methyl-1H-inden-1-one (12 g., 0.04 mole) is dissolved in dimethylformamide (30 ml.), and potassium carbonate (5.5 g., 0.04 mole) is added and the mixture stirred and heated on a steam bath for 30 minutes. Ethyl 7-bromoheptanoate is added dropwise over 10 minutes with stirring and heating on a steam bath for two hours. The mixture is poured into a mixture of ice and water (300 g., total) and then extracted with ether. The ether extract is dried o... Product: ClC1=C(C=C2CC(C(C2=C1Cl)=O)(C)C1CCCC1)OCCCCCCC(=O)OCC (ethyl 7-[(6,7-dichloro-2-cyclopentyl-2,3-dihydro-2-methyl-1-oxo-1H-inden-5-yl)oxy]heptanoate). Run at temperature -70 celsius. As a reaction SMILES: [Cl:1][C:2]1[C:10]([Cl:11])=[C:9]2[C:5]([CH2:6][C:7]([CH:14]3[CH2:18][CH2:17][CH2:16][CH2:15]3)([CH3:13])[C:8]2=[O:12])=[CH:4][C:3]=1[OH:19].C(=O)([O-])[O-].[K+].[K+].Br[CH2:27][CH2:28][CH2:29][CH2:30][CH2:31][CH2:32][C:33]([O:35][CH2:36][CH3:37])=[O:34].O>CN(C)C=O>[Cl:1][C:2]1[C:10]([Cl:11])=[C:9]2[C:5]([CH2:6][C:7]([CH:14]3[CH2:18][CH2:17][CH2:16][CH2:15]3)([CH3:13])[C:8]2=[O:12])=[CH:4][C:3]=1[O:19][CH2:27][CH2:28][CH2:29][CH2:30][CH2:31][CH2:32][C:33]([O:35][CH2:36][CH3:37])=[O:34] |f:1.2.3|. Starting materials: CCOC(=O)c1sc(-c2cccc(NC3CC(C)(C)CC(C)(C)C3)c2)c(Br)c1OCC(=O)OC(C)(C)C, ClCCl, O=C(O)C(F)(F)F. Yields the product CCOC(=O)c1sc(-c2cccc(NC3CC(C)(C)CC(C)(C)C3)c2)c(Br)c1OCC(=O)O. As a reaction SMILES: [CH2:1]([CH3:2])[O:3][C:4](=[O:5])[c:6]1[s:7][c:8](-[c:21]2[cH:22][c:23]([NH:27][CH:28]3[CH2:29][C:30]([CH3:36])([CH3:37])[CH2:31][C:32]([CH3:34])([CH3:35])[CH2:33]3)[cH:24][cH:25][cH:26]2)[c:9]([Br:20])[c:10]1[O:11][CH2:12][C:13](=[O:14])[O:15][C:16]([CH3:17])([CH3:18])[CH3:19].[Cl:45][CH2:46][Cl:47].[OH:38][C:39]([C:40]([F:41])([F:42])[F:43])=[O:44]>>[CH2:1]([CH3:2])[O:3][C:4](=[O:5])[c:6]1[s:7][c:8](-[c:21]2[cH:22][c:23]([NH:27][CH:28]3[CH2:29][C:30]([CH3:36])([CH3:37])[CH2:31][C:32]([CH3:34])([CH3:35])[CH2:33]3)[cH:24][cH:25][cH:26]2)[c:9]([Br:20])[c:10]1[O:11][CH2:12][C:13](=[O:14])[OH:15]. Starting materials: O1C(=CC=C1)CN1C=C(C2=CC=CC=C12)C1CCNCC1 (1-furan-2-ylmethyl-3-piperidin-4-yl-1H-indole), C(C)OC(C1=C(C=CC(=C1)CBr)OC)=O (5-bromomethyl-2-methoxy-benzoic acid ethyl ester). Yields the product O1C(=CC=C1)CN1C=C(C2=CC=CC=C12)C1CCN(CC1)CC=1C=CC(=C(C(=O)O)C1)OC (5-[4-(1-furan-2-ylmethyl-1H-indol-3-yl)-piperidin-1-ylmethyl]-2-methoxy-benzoic acid). Reaction SMILES: [O:1]1[CH:5]=[CH:4][CH:3]=[C:2]1[CH2:6][N:7]1[C:15]2[C:10](=[CH:11][CH:12]=[CH:13][CH:14]=2)[C:9]([CH:16]2[CH2:21][CH2:20][NH:19][CH2:18][CH2:17]2)=[CH:8]1.C([O:24][C:25](=[O:36])[C:26]1[CH:31]=[C:30]([CH2:32]Br)[CH:29]=[CH:28][C:27]=1[O:34][CH3:35])C>>[O:1]1[CH:5]=[CH:4][CH:3]=[C:2]1[CH2:6][N:7]1[C:15]2[C:10](=[CH:11][CH:12]=[CH:13][CH:14]=2)[C:9]([CH:16]2[CH2:21][CH2:20][N:19]([CH2:32][C:30]3[CH:29]=[CH:28][C:27]([O:34][CH3:35])=[C:26]([CH:31]=3)[C:25]([OH:36])=[O:24])[CH2:18][CH2:17]2)=[CH:8]1. Reported procedure: This compound was prepared following the procedure described in example 13 (part D) starting with 1.9 g (6.5 mmol) of 1-furan-2-ylmethyl-3-piperidin-4-yl-1H-indole (example 83, part B) and 1.9 g (7.1 mmol) of 5-bromomethyl-2-methoxy-benzoic acid ethyl ester. After standard work-up and recrystallisation with ethanol, 0.5 g (16% of yield) of the expected acid were obtained. Starting materials: ClC1=C(C=C(C(=C1)Cl)OC(C)C)N1N(C(N(C1=O)C)Cl)C(F)F (1-[2,4-dichloro-5-(1-methylethoxy)phenyl]-3-chlorodifluoromethyl-4,5-dihydro-4-methyl-1,2,4-triazol-5(1H)-one). The solvent is S(O)(O)(=O)=O (sulfuric acid). Product: ClC1=C(C=C(C(=C1)Cl)O)N1N(C(N(C1=O)C)Cl)C(F)F (1-(2,4-dichloro-5-hydroxyphenyl)-3-chlorodifluoromethyl-4,5-dihydro-4-methyl-1,2,4-triazol-5(1H)-one). The yield is 93.5%. As a reaction SMILES: [Cl:1][C:2]1[CH:7]=[C:6]([Cl:8])[C:5]([O:9]C(C)C)=[CH:4][C:3]=1[N:13]1[C:17](=[O:18])[N:16]([CH3:19])[CH:15]([Cl:20])[N:14]1[CH:21]([F:23])[F:22]>S(=O)(=O)(O)O>[Cl:1][C:2]1[CH:7]=[C:6]([Cl:8])[C:5]([OH:9])=[CH:4][C:3]=1[N:13]1[C:17](=[O:18])[N:16]([CH3:19])[CH:15]([Cl:20])[N:14]1[CH:21]([F:23])[F:22]. Procedure details: Hydrolysis of 2.6 g (0.0067 mole) of 1-[2,4-dichloro-5-(1-methylethoxy)phenyl]-3-chlorodifluoromethyl-4,5-dihydro-4-methyl-1,2,4-triazol-5(1H)-one in 10 mL of concentrated sulfuric acid produced 2.17 g of 1-(2,4-dichloro-5-hydroxyphenyl)-3-chlorodifluoromethyl-4,5-dihydro-4-methyl-1,2,4-triazol-5(1H)-one as a solid (mp 146°-148° C.).